Dataset: the Open Reaction Database (ORD), a public repository of structured organic reaction records. Task: describe an organic reaction: reactants, conditions, products, and yield Reactants: CS(=O)(=O)OCC(C)(C)NC1=NC(=NC(=C1)Cl)Cl (2-((2,6-dichloropyrimidin-4-yl)amino)-2-methylpropyl methanesulfonate), C([O-])([O-])=O.[K+].[K+] (potassium carbonate). The solvent is O1CCOCC1 (1,4-dioxane), O (water). Reaction conditions: temperature 80 celsius, time 2 hour. The product is ClC=1C=C2N(C(N1)=O)CC(N2)(C)C (7-chloro-2,2-dimethyl-2,3-dihydroimidazo[1,2-c]pyrimidin-5(1H)-one). RXN SMILES: CS(O[CH2:6][C:7]([NH:10][C:11]1[CH:16]=[C:15]([Cl:17])[N:14]=[C:13](Cl)[N:12]=1)([CH3:9])[CH3:8])(=O)=O.C(=O)([O-])[O-:20].[K+].[K+]>O1CCOCC1.O>[Cl:17][C:15]1[CH:16]=[C:11]2[NH:10][C:7]([CH3:9])([CH3:8])[CH2:6][N:12]2[C:13](=[O:20])[N:14]=1 |f:1.2.3|. Procedure details: To a solution of 2-((2,6-dichloropyrimidin-4-yl)amino)-2-methylpropyl methanesulfonate (3.00 g, 9.55 mmol) in 1,4-dioxane (15 mL) and water (15 mL) was added potassium carbonate (4.62 g, 33.4 mmol). The reaction mixture was stirred at 80° C. for 2 h, filtered, extracted with ethyl acetate (5 mL×2), dried over anhydrous Na2SO4, filtered and concentrated to give the crude product, which was used into next step without further purification. Reaction SMILES: [C:1]([CH3:2])([CH3:3])([CH3:4])[c:5]1[cH:6][c:7]([NH:10][C:11](=[O:12])[NH:13][c:14]2[cH:15][c:16]([OH:20])[cH:17][cH:18][cH:19]2)[n:8][o:9]1.[C:33](=[O:34])([O-:35])[O-:36].[CH:39]([OH:40])([CH3:41])[CH3:42].[Cl:21][c:22]1[n:23][cH:24][n:25][c:26]2[cH:27][cH:28][c:29]([I:32])[cH:30][c:31]12.[Cs+:37].[Cs+:38]>>[C:1]([CH3:2])([CH3:3])([CH3:4])[c:5]1[cH:6][c:7]([NH:10][C:11](=[O:12])[NH:13][c:14]2[cH:15][c:16]([O:20][c:22]3[n:23][cH:24][n:25][c:26]4[cH:27][cH:28][c:29]([I:32])[cH:30][c:31]34)[cH:17][cH:18][cH:19]2)[n:8][o:9]1. Reactants: CC(C)(C)c1cc(NC(=O)Nc2cccc(O)c2)no1, O=C([O-])[O-], CC(C)O, Clc1ncnc2ccc(I)cc12, [Cs+], [Cs+]. Yields the product CC(C)(C)c1cc(NC(=O)Nc2cccc(Oc3ncnc4ccc(I)cc34)c2)no1.